Dataset: the Open Reaction Database (ORD), a public repository of structured organic reaction records. Task: describe an organic reaction: reactants, conditions, products, and yield The reactants are Cc1cc(Br)ccc1C(=O)O, O=C1CCC(=O)N1Cl, CC(=O)[O-], CC(=O)[O-], CN(C)C=O, O, [Pd+2]. Yields the product Cc1cc(Br)cc(Cl)c1C(=O)O. Reaction SMILES: [Br:1][c:2]1[cH:3][c:4]([CH3:11])[c:5]([C:6](=[O:7])[OH:8])[cH:9][cH:10]1.[Cl:12][N:13]1[C:14](=[O:15])[CH2:16][CH2:17][C:18]1=[O:19].[O-:27][C:28]([CH3:29])=[O:30].[O-:31][C:32]([CH3:33])=[O:34].[O:21]=[CH:22][N:23]([CH3:24])[CH3:25].[OH2:20].[Pd+2:26]>>[Br:1][c:2]1[cH:3][c:4]([CH3:11])[c:5]([C:6](=[O:7])[OH:8])[c:9]([Cl:12])[cH:10]1. Starting materials: CC(C(=O)N)CC(F)(F)F (2-methyl-4,4,4-trifluorobutyramide), [H-].[Al+3].[Li+].[H-].[H-].[H-] (lithium aluminum hydride), Cl (hydrochloric acid). Run in C(C)OCC (diethyl ether), C(C)OCC (diethyl ether). Reaction conditions: temperature 0 celsius. Yields the product Cl.CC(CN)CC(F)(F)F (2-methyl-4,4,4-trifluorobutylamine hydrochloride). Isolated yield 141.3%. RXN SMILES: [H-].[Al+3].[Li+].[H-].[H-].[H-].[CH3:7][CH:8]([CH2:12][C:13]([F:16])([F:15])[F:14])[C:9]([NH2:11])=O.[ClH:17]>C(OCC)C>[ClH:17].[CH3:7][CH:8]([CH2:12][C:13]([F:16])([F:15])[F:14])[CH2:9][NH2:11] |f:0.1.2.3.4.5,9.10|. Procedure: To a suspension of lithium aluminum hydride (15.5 g) in diethyl ether (290 ml) was added a solution of 2-methyl-4,4,4-trifluorobutyramide (31.74 g) in diethyl ether (0.5 L) at a rate to obtain a gentle reflux. After heating at reflux for 12 hours and cooling to 0° C., the reaction was quenched with saturated sodium sulfate solution and allowed to warm to ambient temperature. The mixture was dried (Na2SO4) and filtered through diatomaceous earth with diethyl ether wash. The filtrate was treated w... The reactants are ClC1=C(OC2CN(C2)C(=O)Cl)C=CC(=C1)Cl (3-(2,4-dichlorophenoxy)-1-azetidinecarbonyl chloride), CNC (dimethylamine). Run in O (water), O1CCCC1 (tetrahydrofuran). Run at time 5 hour. Yields the product ClC1=C(OC2CN(C2)C(=O)N(C)C)C=CC(=C1)Cl (3-(2,4-Dichlorophenoxy)-N,N,-dimethyl-1-azetidinecarboxamide). Reaction SMILES: [Cl:1][C:2]1[CH:15]=[C:14]([Cl:16])[CH:13]=[CH:12][C:3]=1[O:4][CH:5]1[CH2:8][N:7]([C:9](Cl)=[O:10])[CH2:6]1.[CH3:17][NH:18][CH3:19]>O1CCCC1.O>[Cl:1][C:2]1[CH:15]=[C:14]([Cl:16])[CH:13]=[CH:12][C:3]=1[O:4][CH:5]1[CH2:8][N:7]([C:9]([N:18]([CH3:19])[CH3:17])=[O:10])[CH2:6]1. Procedure details: A stirred solution of 4.8 g (0.017 mole) of 3-(2,4-dichlorophenoxy)-1-azetidinecarbonyl chloride in 20 mL of tetrahydrofuran was treated with 5.8 mL (0.05 mole) of 40% aqueous dimethylamine. After stirring for 5 h, the reaction mixture was diluted with 200 mL of water and the oil which separated was extracted into methylene chloride (3×30 mL). The combined extracts were dried (Whatman PS paper) and concentrated in vacuo, (5 g). The crude oil solidified on standing and was recrystallized from lig... Reactants: O=Cc1cc2[nH]cnc2c(F)c1Nc1ccc(Br)cc1Cl, C1CCOC1, CN(C)P(=O)(N(C)C)N(C)C, CS(C)(=O)=O, [Li]CCCC. Product: CS(=O)(=O)CC(O)c1cc2[nH]cnc2c(F)c1Nc1ccc(Br)cc1Cl. RXN SMILES: [Br:22][c:23]1[cH:24][c:25]([Cl:42])[c:26]([NH:29][c:30]2[c:31]([CH:40]=[O:41])[cH:32][c:33]3[c:34]([n:35][cH:36][nH:37]3)[c:38]2[F:39])[cH:27][cH:28]1.[CH2:43]1[O:44][CH2:45][CH2:46][CH2:47]1.[CH3:11][N:12]([CH3:13])[P:14]([N:15]([CH3:16])[CH3:17])([N:18]([CH3:19])[CH3:20])=[O:21].[CH3:1][S:2](=[O:3])(=[O:4])[CH3:5].[CH3:6][CH2:7][CH2:8][CH2:9][Li:10]>>[CH2:1]([S:2](=[O:3])(=[O:4])[CH3:5])[CH:40]([c:31]1[c:30]([NH:29][c:26]2[c:25]([Cl:42])[cH:24][c:23]([Br:22])[cH:28][cH:27]2)[c:38]([F:39])[c:34]2[c:33]([cH:32]1)[nH:37][cH:36][n:35]2)[OH:41]. The reactants are NNC(=O)OCCOc1ccc(C(=O)c2ccccc2)c(O)c1, CCOC(=O)C(=O)NC1CC(C)(C)NC(C)(C)C1, CO. The product is CC1(C)CC(NC(=O)C(=O)NNC(=O)OCCOc2ccc(C(=O)c3ccccc3)c(O)c2)CC(C)(C)N1. Reaction SMILES: [C:1]([NH:2][NH2:3])(=[O:4])[O:5][CH2:6][CH2:7][O:8][c:9]1[cH:10][c:11]([OH:23])[c:12]([C:15]([c:16]2[cH:17][cH:18][cH:19][cH:20][cH:21]2)=[O:22])[cH:13][cH:14]1.[CH3:24][C:25]1([CH3:41])[NH:26][C:27]([CH3:39])([CH3:40])[CH2:28][CH:29]([NH:31][C:32]([C:33](=[O:34])[O:35][CH2:36][CH3:37])=[O:38])[CH2:30]1.[CH3:42][OH:43]>>[C:1]([NH:2][NH:3][C:33]([C:32]([NH:31][CH:29]1[CH2:28][C:27]([CH3:39])([CH3:40])[NH:26][C:25]([CH3:24])([CH3:41])[CH2:30]1)=[O:38])=[O:34])(=[O:4])[O:5][CH2:6][CH2:7][O:8][c:9]1[cH:10][c:11]([OH:23])[c:12]([C:15]([c:16]2[cH:17][cH:18][cH:19][cH:20][cH:21]2)=[O:22])[cH:13][cH:14]1. Starting materials: acetates, CC1=C(C(=CC(=C1)C)C)CC(=O)[O-] (2,4,6-trimethylphenylacetate), CC=1C=C(CCC(=O)[O-])C=C(C1)C (3,5-dimethylbenzylacetate). The product is C1(=CC(=CC(=C1)C)C)C (mesitylene). As a reaction SMILES: [CH3:1][C:2]1[CH:7]=[C:6]([CH3:8])[CH:5]=[C:4]([CH3:9])[C:3]=1CC([O-])=O.CC1C=C(C=C(C)C=1)CCC([O-])=O>>[C:2]1([CH3:1])[CH:7]=[C:6]([CH3:8])[CH:5]=[C:4]([CH3:9])[CH:3]=1. Reported procedure: In the comparative example performed without any catalyzer being present, the current yield is 35% and the stoichiometric yield is 61% and the mixture of isomeric acetates contains 93% of 2,4,6-trimethylphenylacetate and 7% of 3,5-dimethylbenzylacetate.